From a dataset of the Open Reaction Database (ORD), a public repository of structured organic reaction records. describe an organic reaction: reactants, conditions, products, and yield Reagents/catalysts: C=1C=CC(=CC1)[P](C=2C=CC=CC2)(C=3C=CC=CC3)[Pd]([P](C=4C=CC=CC4)(C=5C=CC=CC5)C=6C=CC=CC6)([P](C=7C=CC=CC7)(C=8C=CC=CC8)C=9C=CC=CC9)[P](C=1C=CC=CC1)(C=1C=CC=CC1)C=1C=CC=CC1 (Pd(PPh3)4). Conditions: temperature 80 celsius, time 16 hour. Procedure details: To a solution of 2-bromo-4-(trifluoromethoxy)aniline (75 g, 293 mmol) in DMF (1000 ml) was added Pd(PPh3)4 (13.5 g, 11.7 mmol) and allyltributyltin (116 g, 351 mmol) and the reaction mixture was stirred at 80° C. for 16 h. The mixture was cooled to room temperature and saturated aqueous KF solution was added. The mixture was diluted with ethyl acetate (1500 mL) and washed with 1:1 H2O: saturated aqueous NaCl solution (2×750 mL) and saturated aqueous KF (1×). The aqueous layers were combined and ... As a reaction SMILES: Br[C:2]1[CH:8]=[C:7]([O:9][C:10]([F:13])([F:12])[F:11])[CH:6]=[CH:5][C:3]=1[NH2:4].[CH2:14]([Sn](CCCC)(CCCC)CCCC)[CH:15]=[CH2:16].[F-].[K+]>CN(C=O)C.C(OCC)(=O)C.C1C=CC([P]([Pd]([P](C2C=CC=CC=2)(C2C=CC=CC=2)C2C=CC=CC=2)([P](C2C=CC=CC=2)(C2C=CC=CC=2)C2C=CC=CC=2)[P](C2C=CC=CC=2)(C2C=CC=CC=2)C2C=CC=CC=2)(C2C=CC=CC=2)C2C=CC=CC=2)=CC=1>[CH2:16]([C:2]1[CH:8]=[C:7]([O:9][C:10]([F:13])([F:12])[F:11])[CH:6]=[CH:5][C:3]=1[NH2:4])[CH:15]=[CH2:14] |f:2.3,^1:46,48,67,86|. Starting materials: [F-].[K+] (KF), BrC1=C(N)C=CC(=C1)OC(F)(F)F (2-bromo-4-(trifluoromethoxy)aniline), C(C=C)[Sn](CCCC)(CCCC)CCCC (allyltributyltin). The solvent is C(C)(=O)OCC (ethyl acetate), CN(C)C=O (DMF). Product: C(C=C)C1=C(N)C=CC(=C1)OC(F)(F)F (2-Allyl-4-(trifluoromethoxy)aniline). Reactants: Cc1cc2c(c3c1NC(=O)CC3)OC(CNNC(=O)OCc1ccccc1)C2, CN(C)C=O, CO, [H][H]. The product is Cc1cc2c(c3c1NC(=O)CC3)OC(CNN)C2. As a reaction SMILES: [CH2:1]([O:2][C:3](=[O:4])[NH:11][NH:12][CH2:13][CH:14]1[CH2:15][c:16]2[c:17]([c:18]3[c:23]([c:24]([CH3:26])[cH:25]2)[NH:22][C:21](=[O:27])[CH2:20][CH2:19]3)[O:28]1)[c:5]1[cH:6][cH:7][cH:8][cH:9][cH:10]1.[CH3:31][N:32]([CH3:33])[CH:34]=[O:35].[CH3:36][OH:37].[H:29][H:30]>>[NH2:11][NH:12][CH2:13][CH:14]1[CH2:15][c:16]2[c:17]([c:18]3[c:23]([c:24]([CH3:26])[cH:25]2)[NH:22][C:21](=[O:27])[CH2:20][CH2:19]3)[O:28]1. Starting materials: BrC=1C=C2C(=C(N(C(C2=CC1)=O)CC1=CC=C(C=C1)S(=O)(=O)C)C(CBr)=O)C1=CC=CC=C1 (6-bromo-3-(2-bromoacetyl)-2-(4-methanesulfonylbenzyl)-4-phenyl-2H-isoquinolin-1-one), C(C)(=S)N (thioacetamide), O (Water), C(O)([O-])=O.[Na+] (sodium hydrogen carbonate). Run in CN(C)C=O (DMF). Reaction conditions: temperature 70 celsius, time 24 hour. Product: N\C(=C/C(=O)C=1N(C(C2=CC=C(C=C2C1C1=CC=CC=C1)Br)=O)CC1=CC=C(C=C1)S(=O)(=O)C)\C (3-[(2Z)-3-aminobut-2-enoyl]-6-bromo-2-(4-methanesulfonylbenzyl)-4-phenyl-2H-isoquinolin-1-one). Yield: 31.7%. RXN SMILES: [Br:1][C:2]1[CH:3]=[C:4]2[C:9](=[CH:10][CH:11]=1)[C:8](=[O:12])[N:7]([CH2:13][C:14]1[CH:19]=[CH:18][C:17]([S:20]([CH3:23])(=[O:22])=[O:21])=[CH:16][CH:15]=1)[C:6]([C:24](=[O:27])[CH2:25]Br)=[C:5]2[C:28]1[CH:33]=[CH:32][CH:31]=[CH:30][CH:29]=1.[C:34]([NH2:37])(=S)[CH3:35].O.C(=O)([O-])O.[Na+]>CN(C=O)C>[NH2:37]/[C:34](/[CH3:35])=[CH:25]\[C:24]([C:6]1[N:7]([CH2:13][C:14]2[CH:15]=[CH:16][C:17]([S:20]([CH3:23])(=[O:22])=[O:21])=[CH:18][CH:19]=2)[C:8](=[O:12])[C:9]2[C:4]([C:5]=1[C:28]1[CH:29]=[CH:30][CH:31]=[CH:32][CH:33]=1)=[CH:3][C:2]([Br:1])=[CH:11][CH:10]=2)=[O:27] |f:3.4|. Procedure details: To a solution (44 ml) of 6-bromo-3-(2-bromoacetyl)-2-(4-methanesulfonylbenzyl)-4-phenyl-2H-isoquinolin-1-one (4.41 g) in DMF was added thioacetamide (1.1 g) and the mixture was stirred at 70° C. for 24 hrs. Water and saturated aqueous sodium hydrogen carbonate were added to the reaction mixture, and the mixture was extracted with ethyl acetate. The organic layer was washed with water and saturated brine, and dried over anhydrous sodium sulfate. The solvent was evaporated under reduced pressure. ... The reactants are C(=O)(C(F)(F)F)O (TFA), C(C)(C)(C)OC(=O)NC=1C(=CC(=CC1)OCC(=O)OCC)NC(C1=C(C=CC=C1)C(C)(C)C)=O (N1-(t-butoxycarbonyl)-N2-(t-butylbenzoyl)-4-(ethoxycarbonylmethoxy)-1,2-benzenediamine). Solvent: C(Cl)Cl (CH2Cl2), C(Cl)Cl (CH2Cl2). Conditions: time 12 hour. Product: C(C)(C)(C)C1=C(C(=O)NC=2C(=CC=C(C2)OCC(=O)OCC)N)C=CC=C1 (N2-(t-butylbenzoyl)-4-(ethoxycarbonylmethoxy)-1,2-benzenediamine). Yield: 98.0%. Reaction SMILES: C(OC([NH:8][C:9]1[C:10]([NH:22][C:23](=[O:34])[C:24]2[CH:29]=[CH:28][CH:27]=[CH:26][C:25]=2[C:30]([CH3:33])([CH3:32])[CH3:31])=[CH:11][C:12]([O:15][CH2:16][C:17]([O:19][CH2:20][CH3:21])=[O:18])=[CH:13][CH:14]=1)=O)(C)(C)C.C(O)(C(F)(F)F)=O>C(Cl)Cl>[C:30]([C:25]1[CH:26]=[CH:27][CH:28]=[CH:29][C:24]=1[C:23]([NH:22][C:10]1[C:9]([NH2:8])=[CH:14][CH:13]=[C:12]([O:15][CH2:16][C:17]([O:19][CH2:20][CH3:21])=[O:18])[CH:11]=1)=[O:34])([CH3:31])([CH3:32])[CH3:33]. Reported procedure: To a mixture of N1-(t-butoxycarbonyl)-N2-(t-butylbenzoyl)-4-(ethoxycarbonylmethoxy)-1,2-benzenediamine (878 mg, 1.87 mmol) and CH2Cl2 (20 mL) was added TFA (1.5 mL, 19.5 mmol). After 12 h, the reaction was diluted with CH2Cl2 (300 ml) and washed with sat. aq. NaHCO3 (3×50 mL). The organic layer was MgSO4 dried, and concentrated. The crude material was chromatographed (65 g silica, 20% EtOAc/hexanes to 50% EtOAc/hexanes) to give the title compound (98%); IR(CHCl3): 1176, 1512, 1668, 1755, 2968 cm...